Dataset: the Open Reaction Database (ORD), a public repository of structured organic reaction records. Task: describe an organic reaction: reactants, conditions, products, and yield The reactants are mercuric acetate, C(C)(C)(C)OC(=O)N1[C@H](CN(CC1)C(=O)C1=CC=CC2=CC=CC=C12)CCO (1-tert-Butoxycarbonyl-2(S)-(2-hydroxyethyl)-4-naphthoylpiperazine), C(C)(=O)O (acetic acid). Run in C(=C)OCC (ethyl vinyl ether). Reaction conditions: time 2 hour. Yields the product C(C)(C)(C)OC(=O)N1[C@H](CN(CC1)C(=O)C1=CC=CC2=CC=CC=C12)CCOC=C (1-tert-Butoxycarbonyl-2(S)-(2-vinyloxyethyl)-4-(1-naphthoyl)piperazine). Reaction SMILES: [C:1]([O:5][C:6]([N:8]1[CH2:13][CH2:12][N:11]([C:14]([C:16]2[C:25]3[C:20](=[CH:21][CH:22]=[CH:23][CH:24]=3)[CH:19]=[CH:18][CH:17]=2)=[O:15])[CH2:10][C@@H:9]1[CH2:26][CH2:27][OH:28])=[O:7])([CH3:4])([CH3:3])[CH3:2].[C:29](O)(=O)[CH3:30]>C(OCC)=C>[C:1]([O:5][C:6]([N:8]1[CH2:13][CH2:12][N:11]([C:14]([C:16]2[C:25]3[C:20](=[CH:21][CH:22]=[CH:23][CH:24]=3)[CH:19]=[CH:18][CH:17]=2)=[O:15])[CH2:10][C@@H:9]1[CH2:26][CH2:27][O:28][CH:29]=[CH2:30])=[O:7])([CH3:4])([CH3:3])[CH3:2]. Procedure details: 1-tert-Butoxycarbonyl-2(S)-(2-hydroxyethyl)-4-naphthoylpiperazine (0.50 g, 1.3 mmol) was dissolved in freshly distilled ethyl vinyl ether (20 mL) under argon. To this solution was added mercuric acetate (0.436 g, 1.37 mmol) and the reaction refluxed overnight. The reaction was cooled to room temperature, acetic acid added (0.035 mL, 0.58 mmol) and stirred 2 h. The reaction mixture was extracted with ethyl acetate and 5% aqueous sodium hydroxide, and the organic phase further extracted with satur... Reactants: C=O (formaldehyde), N1CCC(CC1)CN1C(C2(C3=CC=CC=C13)COC1=CC3=C(OCCO3)C=C12)=O (1′-(piperidin-4-ylmethyl)-2,3-dihydrospiro[furo[2,3-g][1,4]benzodioxine-8,3′-indol]-2′(1′H)-one), CC(=O)C (acetone), N1C[C@H](OCC1)CN1C([C@]2(C3=CC=CC=C13)COC1=CC3=C(OCCO3)C=C12)=O ((8S)-1′-[(2S)-morpholin-2-ylmethyl]-2,3-dihydrospiro[furo[2,3-g][1,4]benzodioxine-8,3′-indol]-2′(1′H)-one). The solvent is ClCCCl (1,2-dichloroethane), O1CCCC1 (tetrahydrofuran). Yields the product CN1C[C@H](OCC1)CN1C([C@]2(C3=CC=CC=C13)COC1=CC3=C(OCCO3)C=C12)=O ((8S)-1′-{[(2S)-4-methylmorpholin-2-yl]methyl}-2,3-dihydrospiro[furo[2,3-g][1,4]benzodioxine-8,3′-indol]-2′(1′H)-one). RXN SMILES: C=O.[CH3:3]C(C)=O.[NH:7]1[CH2:12][CH2:11][O:10][C@H:9]([CH2:13][N:14]2[C:22]3[C:17](=[CH:18][CH:19]=[CH:20][CH:21]=3)[C@@:16]3([C:34]4[C:25](=[CH:26][C:27]5[O:32][CH2:31][CH2:30][O:29][C:28]=5[CH:33]=4)[O:24][CH2:23]3)[C:15]2=[O:35])[CH2:8]1.N1CCC(CN2C3C(=CC=CC=3)C3(C4C(=CC5OCCOC=5C=4)OC3)C2=O)CC1>ClCCCl.O1CCCC1>[CH3:3][N:7]1[CH2:12][CH2:11][O:10][C@H:9]([CH2:13][N:14]2[C:22]3[C:17](=[CH:18][CH:19]=[CH:20][CH:21]=3)[C@@:16]3([C:34]4[C:25](=[CH:26][C:27]5[O:32][CH2:31][CH2:30][O:29][C:28]=5[CH:33]=4)[O:24][CH2:23]3)[C:15]2=[O:35])[CH2:8]1. Procedure: Following the procedure described in EXAMPLE 11.100 and making non-critical variations using 37% w/w aqueous formaldehyde to replace acetone, tetrahydrofuran to replace 1,2-dichloroethane and (8S)-1′-[(2S)-morpholin-2-ylmethyl]-2,3-dihydrospiro[furo[2,3-g][1,4]benzodioxine-8,3′-indol]-2′(1′H)-one to replace 1′-(piperidin-4-ylmethyl)-2,3-dihydrospiro[furo[2,3-g][1,4]benzodioxine-8,3′-indol]-2′(1′H)-one hydrocholride, (8S)-1′-{[(2S)-4-methylmorpholin-2-yl]methyl}-2,3-dihydrospiro[furo[2,3-g][1,4]b... The reactants are N1C2=C(C=CC1=O)CCCCCC2 (5,6,7,8,9,10-Hexahydrocycloocta[b]pyridin-2(1H)-one), O(Cl)Cl.[P+3] (phosphorus (III) oxychloride). Yields the product ClC1=CC=C2C(=N1)CCCCCC2 (2-chloro-5,6,7,8,9,10-hexahydrocycloocta[b]pyridine). As a reaction SMILES: [NH:1]1[C:6](=O)[CH:5]=[CH:4][C:3]2[CH2:8][CH2:9][CH2:10][CH2:11][CH2:12][CH2:13][C:2]1=2.O(Cl)[Cl:15].[P+3]>>[Cl:15][C:6]1[N:1]=[C:2]2[CH2:13][CH2:12][CH2:11][CH2:10][CH2:9][CH2:8][C:3]2=[CH:4][CH:5]=1 |f:1.2|. Reported procedure: 5,6,7,8,9,10-Hexahydrocycloocta[b]pyridin-2(1H)-one was heated with excess phosphorus (III) oxychloride at 100° C. for 8 h. The solvent was removed under vacuum. The residue was treated with ice and 1M aqueous potassium carbonate solution, and then extracted with chloroform. The organic layer was dried over anhydrous sodium sulfate and concentrated under vacuum. Flash chromatography on silica gel, eluting with a mixture of 96% dichloromethane and 4% methanol gave 2-chloro-5,6,7,8,9,10-hexahydroc... Reactants: CCC(=O)C(=COC)C(=O)OC, COc1ccccc1N. Yields the product CCC(=O)C(=CNc1ccccc1OC)C(=O)OC. Reaction SMILES: [C:1]([CH2:2][CH3:3])(=[O:4])[C:5]([C:6](=[O:7])[O:8][CH3:9])=[CH:10][O:11][CH3:12].[CH3:13][O:14][c:15]1[c:16]([NH2:17])[cH:18][cH:19][cH:20][cH:21]1>>[C:1]([CH2:2][CH3:3])(=[O:4])[C:5]([C:6](=[O:7])[O:8][CH3:9])=[CH:10][NH:17][c:16]1[c:15]([O:14][CH3:13])[cH:21][cH:20][cH:19][cH:18]1. Procedure details: In a 10 mL microwave vial were mixed (1R,5S)-3-(5-bromo-4-methylpyrimidin-2-yl)-3-azabicyclo[3.1.0]hexane-2-carboxylic acid (200 mg, 0.671 mmol), (6-(trifluoromethyl)-1H-indazol-4-yl)boronic acid (201 mg, 0.872 mmol), PdCl2(dppf) (49.1 mg, 0.067 mmol), and aqueous NaHCO3 (1.435 mL, 2.68 mmol) in dioxane (10 mL) to give an orange suspension. The vial was sealed and heated in a microwave reactor to 140° C. for 40 minutes. Additional (6-(trifluoromethyl)-1H-indazol-4-yl)boronic acid (201 mg, 0.872 ... The reagents and catalysts are C1=CC=C(C=C1)P([C-]2C=CC=C2)C3=CC=CC=C3.C1=CC=C(C=C1)P([C-]2C=CC=C2)C3=CC=CC=C3.Cl[Pd]Cl.[Fe+2] (PdCl2(dppf)), C1=CC=C(C=C1)P([C-]2C=CC=C2)C3=CC=CC=C3.C1=CC=C(C=C1)P([C-]2C=CC=C2)C3=CC=CC=C3.Cl[Pd]Cl.[Fe+2] (PdCl2(dppf)). Reaction SMILES: Br[C:2]1[C:3]([CH3:17])=[N:4][C:5]([N:8]2[CH2:13][C@@H:12]3[C@@H:10]([CH2:11]3)[CH:9]2[C:14]([OH:16])=[O:15])=[N:6][CH:7]=1.[F:18][C:19]([F:33])([F:32])[C:20]1[CH:28]=[C:27]2[C:23]([CH:24]=[N:25][NH:26]2)=[C:22](B(O)O)[CH:21]=1.C([O-])(O)=O.[Na+]>O1CCOCC1.C1C=CC(P(C2C=CC=CC=2)[C-]2C=CC=C2)=CC=1.C1C=CC(P(C2C=CC=CC=2)[C-]2C=CC=C2)=CC=1.Cl[Pd]Cl.[Fe+2]>[CH3:17][C:3]1[C:2]([C:22]2[CH:21]=[C:20]([C:19]([F:33])([F:32])[F:18])[CH:28]=[C:27]3[C:23]=2[CH:24]=[N:25][NH:26]3)=[CH:7][N:6]=[C:5]([N:8]2[CH2:13][C@@H:12]3[C@@H:10]([CH2:11]3)[CH:9]2[C:14]([OH:16])=[O:15])[N:4]=1 |f:2.3,5.6.7.8|. Reactants: BrC=1C(=NC(=NC1)N1C([C@@H]2C[C@@H]2C1)C(=O)O)C ((1R,5S)-3-(5-bromo-4-methylpyrimidin-2-yl)-3-azabicyclo[3.1.0]hexane-2-carboxylic acid), FC(C1=CC(=C2C=NNC2=C1)B(O)O)(F)F ((6-(trifluoromethyl)-1H-indazol-4-yl)boronic acid), C(=O)(O)[O-].[Na+] (NaHCO3), FC(C1=CC(=C2C=NNC2=C1)B(O)O)(F)F ((6-(trifluoromethyl)-1H-indazol-4-yl)boronic acid). Conditions: temperature 140 celsius, time 45 minute. Yields the product CC1=NC(=NC=C1C1=C2C=NNC2=CC(=C1)C(F)(F)F)N1C([C@@H]2C[C@@H]2C1)C(=O)O ((1R,5S)-3-(4-methyl-5-(6-(trifluoromethyl)-1H-indazol-4-yl)pyrimidin-2-yl)-3-azabicyclo[3.1.0]hexane-2-carboxylic acid). Solvent: O1CCOCC1 (dioxane). Starting materials: CCOC(=O)CCc1ccccc1OCCCOc1cc(OCc2ccccc2)c(-c2ccc(F)cc2)cc1CC, CCO, Cl, [Na+], [OH-]. Product: CCc1cc(-c2ccc(F)cc2)c(OCc2ccccc2)cc1OCCCOc1ccccc1CCC(=O)O. As a reaction SMILES: [CH2:1]([CH3:2])[c:3]1[c:4]([O:5][CH2:6][CH2:7][CH2:8][O:9][c:10]2[c:11]([CH2:16][CH2:17][C:18](=[O:19])[O:20][CH2:21][CH3:22])[cH:12][cH:13][cH:14][cH:15]2)[cH:23][c:24]([O:34][CH2:35][c:36]2[cH:37][cH:38][cH:39][cH:40][cH:41]2)[c:25](-[c:27]2[cH:28][cH:29][c:30]([F:33])[cH:31][cH:32]2)[cH:26]1.[CH3:44][CH2:45][OH:46].[ClH:47].[Na+:43].[OH-:42]>>[CH2:1]([CH3:2])[c:3]1[c:4]([O:5][CH2:6][CH2:7][CH2:8][O:9][c:10]2[c:11]([CH2:16][CH2:17][C:18](=[O:19])[OH:20])[cH:12][cH:13][cH:14][cH:15]2)[cH:23][c:24]([O:34][CH2:35][c:36]2[cH:37][cH:38][cH:39][cH:40][cH:41]2)[c:25](-[c:27]2[cH:28][cH:29][c:30]([F:33])[cH:31][cH:32]2)[cH:26]1. Reactants: FC1=CC=C(C=C1)N1N=CC2=CC(=CC=C12)O[C@@H]([C@H](C)N)C1=CC(=CC=C1)OC ((1R,2S)-1-{[1-(4-fluorophenyl)-1H-indazol-5-yl]oxy}-1-(3-methoxyphenyl)propan-2-amine), CC=1N=C(SC1)C(=O)O (4-methylthiazole-2-carboxylic acid). Product: FC1=CC=C(C=C1)N1N=CC2=CC(=CC=C12)O[C@@H]([C@H](C)NC(=O)C=1SC=C(N1)C)C1=CC(=CC=C1)OC (N-[(1R,2S)-1-[1-(4-fluorophenyl)indazol-5-yl]oxy-1-(3-methoxyphenyl)propan-2yl]-4-methyl-1,3-thiazole-2-carboxamide). RXN SMILES: [F:1][C:2]1[CH:7]=[CH:6][C:5]([N:8]2[C:16]3[C:11](=[CH:12][C:13]([O:17][C@H:18]([C:22]4[CH:27]=[CH:26][CH:25]=[C:24]([O:28][CH3:29])[CH:23]=4)[C@@H:19]([NH2:21])[CH3:20])=[CH:14][CH:15]=3)[CH:10]=[N:9]2)=[CH:4][CH:3]=1.[CH3:30][C:31]1[N:32]=[C:33]([C:36](O)=[O:37])[S:34][CH:35]=1>>[F:1][C:2]1[CH:3]=[CH:4][C:5]([N:8]2[C:16]3[C:11](=[CH:12][C:13]([O:17][C@H:18]([C:22]4[CH:27]=[CH:26][CH:25]=[C:24]([O:28][CH3:29])[CH:23]=4)[C@@H:19]([NH:21][C:36]([C:33]4[S:34][CH:35]=[C:31]([CH3:30])[N:32]=4)=[O:37])[CH3:20])=[CH:14][CH:15]=3)[CH:10]=[N:9]2)=[CH:6][CH:7]=1. Procedure: Prepared as described in Example 269 from (1R,2S)-1-(1-(4-fluorophenyl)-1H-indazol-5-yloxy)-1-(3-methoxyphenyl)propan-2-amine (6a, 50 mg, 0.13 mmol) and 4-methylthiazole-2-carboxylic acid (21 mg, 0.15 mmol). Reaction conditions: time 16 hour. Starting materials: N1C(CCC1)C(=CC(=O)OC)C (Methyl 3-tetrahydropyrrolyl-2-butenoate), BrCN1C(C=2C(C1=O)=CC=CC2)=O (N-(bromomethyl)phthalimide), Cl (HCl), O (water). Procedure details: Methyl 3-tetrahydropyrrolyl-2-butenoate (29.0 g, 171.3 mmol) and N-(bromomethyl)phthalimide (43 g, 179.91 mmol) were dissolved in 250 ml of dimethylformamide, and the resulting mixture was then stirred at room temperature for 16 hours under a nitrogen atmosphere. After checking completion of the reaction with TLC, 1N HCl and water were added into the reaction mixture. The produced solid was filtered under a reduced pressure while washing with hexane and then recrystallized in 100% ethanol, there... Reaction SMILES: N1CCC[CH:2]1[C:6](C)=[CH:7][C:8]([O:10][CH3:11])=[O:9].Br[CH2:14][N:15]1[C:19](=[O:20])[C:18]2=[CH:21][CH:22]=[CH:23][CH:24]=[C:17]2[C:16]1=[O:25].Cl.[OH2:27]>CN(C)C=O>[C:19]1(=[O:20])[N:15]([CH2:14][CH:7]([C:6](=[O:27])[CH3:2])[C:8]([O:10][CH3:11])=[O:9])[C:16](=[O:25])[C:17]2=[CH:24][CH:23]=[CH:22][CH:21]=[C:18]12. Run in CN(C=O)C (dimethylformamide). The product is C1(C=2C(C(N1CC(C(=O)OC)C(C)=O)=O)=CC=CC2)=O (Methyl 2-(phthalimido)methyl-3-oxobutanoate). The yield is 68.0%.